This data is from the Open Reaction Database (ORD), a public repository of structured organic reaction records. The task is: describe an organic reaction: reactants, conditions, products, and yield The reactants are ClC=1C=C(C(=O)O)C=CC1Cl (3,4-dichlorobenzoic acid), CN(C)C=O (DMF), ON1N=NC2=C1N=CC=C2 (1-hydroxy-7-azabenzotriazole), C(C)(C)N(CC)C(C)C (diisopropylethylamine), Cl.CN(CCCN=C=NCC)C (1-(3-dimethylaminopropyl)-3-ethylcarbodiimide hydrochloride), compound 30b. The solvent is ClCCl (dichloromethane). Product: ClC=1C=C(C(=O)NCCCCCNC=2NC3=CC=CC=C3C(C2)=O)C=CC1Cl (2-[5-(3,4-dichlorobenzoylamino)pent-1-ylamino]-1H-quinolin-4-one), CO.N (methanol ammonia), solid. The yield is 35.0%. RXN SMILES: O[N:2]1[C:6]2[N:7]=[CH:8][CH:9]=[CH:10][C:5]=2N=N1.Cl.C[N:13](C)[CH2:14][CH2:15][CH2:16]N=C=NCC.[Cl:23][C:24]1[CH:25]=[C:26]([CH:30]=[CH:31][C:32]=1[Cl:33])[C:27]([OH:29])=[O:28].C([N:37]([CH:40]([CH3:42])[CH3:41])[CH2:38][CH3:39])(C)C.CN([CH:46]=[O:47])C>ClCCl>[Cl:23][C:24]1[CH:25]=[C:26]([CH:30]=[CH:31][C:32]=1[Cl:33])[C:27]([NH:2][CH2:6][CH2:5][CH2:10][CH2:9][CH2:8][NH:7][C:38]1[NH:37][C:40]2[C:41]([C:46](=[O:47])[CH:39]=1)=[CH:16][CH:15]=[CH:14][CH:42]=2)=[O:29].[CH3:27][OH:28].[NH3:13] |f:1.2,8.9|. Procedure: The title compound was prepared by an analogous procedure to that described in example 24 from compound 30b (0.07 g, 0.22 mmol), 1-hydroxy-7-azabenzotriazole (0.03 g, 0.22 mmol), 1-(3-dimethylaminopropyl)-3-ethylcarbodiimide hydrochloride (0.05 g, 0.26 mmol), 3,4-dichlorobenzoic acid (0.042 g, 0.22 mmol) and diisopropylethylamine (0.115 ml, 0.66 mmol) in dry DMF (2 ml). Chromatography over silica gel eluting with increasing amounts of 9:1 methanol/ammonia in dichloromethane gave a white solid (3...